This data is from the Open Reaction Database (ORD), a public repository of structured organic reaction records. The task is: describe an organic reaction: reactants, conditions, products, and yield Starting materials: C(#C)C1=C2C(=NNC2=CC=C1)O[C@H]1[C@H](OC(C(C)(C)C)=O)[C@@H](OC(C(C)(C)C)=O)[C@H](OC(C(C)(C)C)=O)[C@H](O1)COC(C(C)(C)C)=O (4-ethynyl-3-(2,3,4,6-tetra-O-pivaloyl-β-D-glucopyranosyloxy)-1H-indazole), IC1=CC(=C(C=C1)O)C (4-iodo-2-methylphenol). The reagents and catalysts are C=1C=CC(=CC1)[P](C=2C=CC=CC2)(C=3C=CC=CC3)[Pd]([P](C=4C=CC=CC4)(C=5C=CC=CC5)C=6C=CC=CC6)([P](C=7C=CC=CC7)(C=8C=CC=CC8)C=9C=CC=CC9)[P](C=1C=CC=CC1)(C=1C=CC=CC1)C=1C=CC=CC1 (tetrakis(triphenylphosphine)palladium), [Cu]I (copper (I) iodide). Solvent: C(C)(=O)OCC (ethyl acetate), C(C)N(CC)CC (triethylamine). Reaction conditions: temperature 80 celsius, time 8 hour. Yields the product OC1=C(C=C(C=C1)C#CC1=C2C(=NNC2=CC=C1)O[C@H]1[C@H](OC(C(C)(C)C)=O)[C@@H](OC(C(C)(C)C)=O)[C@H](OC(C(C)(C)C)=O)[C@H](O1)COC(C(C)(C)C)=O)C (4-[2-(4-Hydroxy-3-methylphenyl)ethynyl]-3-(2,3,4,6-tetra-O-pivaloyl-β-D-glucopyranosyloxy)-1H-indazole). Yield: 61.3%. RXN SMILES: [C:1]([C:3]1[CH:11]=[CH:10][CH:9]=[C:8]2[C:4]=1[C:5]([O:12][C@@H:13]1[O:39][C@H:38]([CH2:40][O:41][C:42](=[O:47])[C:43]([CH3:46])([CH3:45])[CH3:44])[C@@H:30]([O:31][C:32](=[O:37])[C:33]([CH3:36])([CH3:35])[CH3:34])[C@H:22]([O:23][C:24](=[O:29])[C:25]([CH3:28])([CH3:27])[CH3:26])[C@H:14]1[O:15][C:16](=[O:21])[C:17]([CH3:20])([CH3:19])[CH3:18])=[N:6][NH:7]2)#[CH:2].I[C:49]1[CH:54]=[CH:53][C:52]([OH:55])=[C:51]([CH3:56])[CH:50]=1>C(N(CC)CC)C.C(OCC)(=O)C.C1C=CC([P]([Pd]([P](C2C=CC=CC=2)(C2C=CC=CC=2)C2C=CC=CC=2)([P](C2C=CC=CC=2)(C2C=CC=CC=2)C2C=CC=CC=2)[P](C2C=CC=CC=2)(C2C=CC=CC=2)C2C=CC=CC=2)(C2C=CC=CC=2)C2C=CC=CC=2)=CC=1.[Cu]I>[OH:55][C:52]1[CH:53]=[CH:54][C:49]([C:2]#[C:1][C:3]2[CH:11]=[CH:10][CH:9]=[C:8]3[C:4]=2[C:5]([O:12][C@@H:13]2[O:39][C@H:38]([CH2:40][O:41][C:42](=[O:47])[C:43]([CH3:46])([CH3:45])[CH3:44])[C@@H:30]([O:31][C:32](=[O:37])[C:33]([CH3:34])([CH3:35])[CH3:36])[C@H:22]([O:23][C:24](=[O:29])[C:25]([CH3:28])([CH3:27])[CH3:26])[C@H:14]2[O:15][C:16](=[O:21])[C:17]([CH3:18])([CH3:19])[CH3:20])=[N:6][NH:7]3)=[CH:50][C:51]=1[CH3:56] |^1:73,75,94,113|. Procedure: To a solution of 4-ethynyl-3-(2,3,4,6-tetra-O-pivaloyl-β-D-glucopyranosyloxy)-1H-indazole (66 mg) in triethylamine (1 mL) were added 4-iodo-2-methylphenol (25 mg), tetrakis(triphenylphosphine)palladium (0) (12 mg) and copper (I) iodide (4 mg), and the mixture was stirred at 80° C. under an argon atmosphere overnight. The reaction mixture was cooled to room temperature and diluted with ethyl acetate. The insoluble material was removed by filtration, and the filtrate was concentrated under reduced... The reactants are CC(=O)OCCOc1cccc(N(C)C)c1, C[O-], CO, [Na+]. The product is CN(C)c1cccc(OCCO)c1. As a reaction SMILES: [C:4](=[O:5])([CH3:6])[O:7][CH2:8][CH2:9][O:10][c:11]1[cH:12][c:13]([N:17]([CH3:18])[CH3:19])[cH:14][cH:15][cH:16]1.[CH3:1][O-:2].[CH3:20][OH:21].[Na+:3]>>[OH:7][CH2:8][CH2:9][O:10][c:11]1[cH:12][c:13]([N:17]([CH3:18])[CH3:19])[cH:14][cH:15][cH:16]1. The reactants are CCOC(=O)c1c(CCN)[nH]c(C=O)c1-c1ccc(F)cc1, CCO, [Li+], [OH-], O, O. Yields the product O=Cc1[nH]c2c(c1-c1ccc(F)cc1)C(=O)NCC2. RXN SMILES: [CH2:1]([O:3][C:4](=[O:2])[c:6]1[c:7]([CH2:20][CH2:21][NH2:22])[nH:8][c:9]([CH:18]=[O:19])[c:10]1-[c:11]1[cH:12][cH:13][c:14]([F:17])[cH:15][cH:16]1)[CH3:5].[CH3:27][CH2:28][OH:29].[Li+:25].[OH-:24].[OH2:23].[OH2:26]>>[O:3]=[C:4]1[c:6]2[c:7]([nH:8][c:9]([CH:18]=[O:19])[c:10]2-[c:11]2[cH:12][cH:13][c:14]([F:17])[cH:15][cH:16]2)[CH2:20][CH2:21][NH:22]1. The reactants are COC(CCN1C(CN(CC1)C(=O)OC(C)(C)C)C(=O)OC)=O (1-tert-butyl 3-methyl 4-(3-methoxy-3-oxopropyl)piperazine-1,3-dicarboxylate), CC(C)([O-])C.[K+] (potassium t-butoxide). The solvent is O1CCCC1 (tetrahydrofuran). Conditions: temperature 2.5 celsius, time 30 minute. Yields the product O=C1C(CN2C1CN(CC2)C(=O)OC(C)(C)C)C(=O)OC (2-tert-butyl 7-methyl 8-oxohexahydropyrrolo[1,2-a]pyrazine-2,7(1H)-dicarboxylate). Reaction SMILES: [CH3:1][O:2][C:3](=[O:23])[CH2:4][CH2:5][N:6]1[CH2:11][CH2:10][N:9]([C:12]([O:14][C:15]([CH3:18])([CH3:17])[CH3:16])=[O:13])[CH2:8][CH:7]1[C:19]([O:21]C)=O.CC(C)([O-])C.[K+]>O1CCCC1>[O:21]=[C:19]1[CH:7]2[CH2:8][N:9]([C:12]([O:14][C:15]([CH3:16])([CH3:17])[CH3:18])=[O:13])[CH2:10][CH2:11][N:6]2[CH2:5][CH:4]1[C:3]([O:2][CH3:1])=[O:23] |f:1.2|. Procedure details: To a solution of 1-tert-butyl 3-methyl 4-(3-methoxy-3-oxopropyl)piperazine-1,3-dicarboxylate (Example 100A, 180 g, 0.545 mol) in tetrahydrofuran (1.3 L) was added potassium t-butoxide (98 g, 0.872 mol) with stirring at 0-5° C. under N2 atmosphere portion-wise over a period of 30 minutes. The reaction mixture was stirred at ambient temperature for 2 hours. The reaction was then quenched with saturated aqueous ammonium chloride solution (500 mL) and extracted with ethyl acetate (1 L). The organic ...